This data is from the Open Reaction Database (ORD), a public repository of structured organic reaction records. The task is: describe an organic reaction: reactants, conditions, products, and yield The reactants are C1(CCC(=O)O1)=O (succinic anhydride), C1=CC(=CC=C1N)O (p-aminophenol). The solvent is CN(C=O)C (dimethylformamide), O (water), CN(C=O)C (dimethylformamide), CN(C=O)C (dimethylformamide). Reaction conditions: temperature 170 celsius. The product is OC1=CC=C(C=C1)N1C(CCC1=O)=O (N-(4-hydroxyphenyl)succinimide). Isolated yield 94.0%. As a reaction SMILES: [C:1]1(=[O:7])[O:6][C:4](=O)[CH2:3][CH2:2]1.[CH:8]1[C:13]([NH2:14])=[CH:12][CH:11]=[C:10]([OH:15])[CH:9]=1>CN(C)C=O.O>[OH:15][C:10]1[CH:11]=[CH:12][C:13]([N:14]2[C:1](=[O:7])[CH2:2][CH2:3][C:4]2=[O:6])=[CH:8][CH:9]=1. Reported procedure: A solution of succinic anhydride (100 g, 1 mol) in dimethylformamide (50 g) was added slowly to a stirred solution of p-aminophenol (109 g, 1 mol) in dimethylformamide (150 g) at a temperature between 25° and 30° C. After 1.5 h the reaction mixture was transferred to a film evaporator in which dimethylformamide (160 g) was separated off at a pressure of 0.05 bar and a temperature of 130° C. A solution of p-toluenesulphonic acid (2 g) in methanol (18 g) was added to the residue obtained, the temp... Starting materials: COc1cc(Br)ccc1OCC(O)C1CC1, O=c1cc(CSc2ccc(Cl)cc2)nc[nH]1. The product is COc1cc(-n2cnc(CSc3ccc(Cl)cc3)cc2=O)ccc1OCC(O)C1CC1. As a reaction SMILES: [Br:17][c:18]1[cH:19][c:20]([O:31][CH3:32])[c:21]([O:22][CH2:23][CH:24]([OH:25])[CH:26]2[CH2:27][CH2:28]2)[cH:29][cH:30]1.[Cl:1][c:2]1[cH:3][cH:4][c:5]([S:8][CH2:9][c:10]2[cH:11][c:12](=[O:16])[nH:13][cH:14][n:15]2)[cH:6][cH:7]1>>[Cl:1][c:2]1[cH:3][cH:4][c:5]([S:8][CH2:9][c:10]2[cH:11][c:12](=[O:16])[n:13](-[c:18]3[cH:19][c:20]([O:31][CH3:32])[c:21]([O:22][CH2:23][CH:24]([OH:25])[CH:26]4[CH2:27][CH2:28]4)[cH:29][cH:30]3)[cH:14][n:15]2)[cH:6][cH:7]1.